Dataset: the Open Reaction Database (ORD), a public repository of structured organic reaction records. Task: describe an organic reaction: reactants, conditions, products, and yield Reactants: C=CC(C)=C (isoprene), C(=O)C=C (acrolein), 4-methyl-3-cyclohexenyl aldehyde. Product: CC1=CCC(CC1)CO (4-methyl-3-cyclohexenylmethanol). As a reaction SMILES: [CH2:1]=[CH:2][C:3](=[CH2:5])[CH3:4].[CH:6]([CH:8]=[CH2:9])=[O:7]>>[CH3:5][C:3]1[CH2:4][CH2:9][CH:8]([CH2:6][OH:7])[CH2:1][CH:2]=1. Reported procedure: According to the well known Diels-Alder Reaction, using isoprene and acrolein as raw materials, 4-methyl-3-cyclohexenyl aldehyde was synthesized. The reaction was conducted under the conditions described in the literary documents of J. Amer, Chem. Soc., 119, 15, 1997, 3507-3512; and Tetrahedron Lett., 40, 32, 1999, 5817-5822. Subsequently, the compound was reduced to obtain 4-methyl-3-cyclohexenylmethanol at a high yield. The reactants are C(C)(C)OC(C)C (isopropyl ether), C(C=C)(=O)OCC1=CC=C(C=C1)O (4-hydroxybenzyl acrylate), C(C)(=O)OC(C)=O (acetic anhydride). Reported procedure: 1400 g of isopropyl ether, 100 g of 4-hydroxybenzyl acrylate and 53 g of pyridine were charged into a separable flask of the same type as used in Reference Example 1, and the flask inside gas was replaced with a nitrogen gas over 30 minutes, while ice cooling the flask. Then, 125 g of acetic anhydride was dropwise added thereto at 3° C. over 2 hours, and stirring was continued at room temperature for 3 hours. After completion of the reaction, the reaction mixture was washed with 0.5N hydrochlori... Run in N1=CC=CC=C1 (pyridine). As a reaction SMILES: [CH:1]([O:4]C(C)C)(C)[CH3:2].[C:8]([O:12][CH2:13][C:14]1[CH:19]=[CH:18][C:17]([OH:20])=[CH:16][CH:15]=1)(=[O:11])[CH:9]=[CH2:10].C(OC(=O)C)(=O)C>N1C=CC=CC=1>[C:8]([O:12][CH2:13][C:14]1[CH:15]=[CH:16][C:17]([O:20][C:1](=[O:4])[CH3:2])=[CH:18][CH:19]=1)(=[O:11])[CH:9]=[CH2:10]. Run at time 30 minute. Isolated yield 91.0%. Yields the product C(C=C)(=O)OCC1=CC=C(C=C1)OC(C)=O (4-acetoxybenzyl acrylate). Reactants: C(#C)C=1C=C(C=O)C=CC1 (3ethynylbenzaldehyde), C(CC(=O)C)(=O)OC(C)C (isopropyl acetoacetate), C(C)(C)O (isopropyl alcohol), N\C(=C/C(=O)OCC)\C (ethyl 3-aminocrotonate). Reagents/catalysts: N1CCCCC1 (piperidine). The product is C(C)OC(=O)C=1C(C(=C(NC1C)C)C(=O)OC(C)C)C1=CC(=CC=C1)C#C (5-Ethoxycarbonyl-3-isopropoxycarbonyl-1,4-dihydro-2,6-dimethyl-4-(3-ethynylphenyl)pyridine). Yield: 58.6%. Reaction SMILES: [C:1]([C:3]1[CH:4]=C([CH:8]=[CH:9][CH:10]=1)C=O)#[CH:2].[C:11]([O:17][CH:18]([CH3:20])[CH3:19])(=[O:16])[CH2:12][C:13]([CH3:15])=O.[NH2:21]/[C:22](/[CH3:29])=[CH:23]\[C:24]([O:26][CH2:27][CH3:28])=[O:25].[CH:30](O)(C)[CH3:31]>N1CCCCC1>[CH2:27]([O:26][C:24]([C:23]1[CH:13]([C:15]2[CH:8]=[CH:9][CH:10]=[C:3]([C:1]#[CH:2])[CH:4]=2)[C:12]([C:11]([O:17][CH:18]([CH3:20])[CH3:19])=[O:16])=[C:30]([CH3:31])[NH:21][C:22]=1[CH3:29])=[O:25])[CH3:28]. Procedure: To a mixture of 0.65 g (0.005 mol) of 3ethynylbenzaldehyde, 1.08 g (0.0075 mol) of isopropyl acetoacetate and 25 ml of isopropyl alcohol were added 2 to 3 drops of piperidine. After heating the mixture under reflux for 24 hours, 0.65 g (0.005 mol) of ethyl 3-aminocrotonate was added thereto, further the admixture was heated under reflux for 24 hours. After completing the reaction, the reaction mixture was concentrated. The obtained precipitate was purified by subjecting to silica gel column chro...